From a dataset of the Open Reaction Database (ORD), a public repository of structured organic reaction records. describe an organic reaction: reactants, conditions, products, and yield Starting materials: CC=1C(=C(C(=C(O)C1)C)C)O (trimethyl hydroquinone), B(F)(F)F.CCOCC (BF3.Et2O), C(=C)C1(CCC1)O (1-vinylcyclobutanol). The solvent is O1CCOCC1 (dioxane), O1CCOCC1 (dioxane). Yields the product C1(CCC1)=CCC=1C(=O)C(=C(C(C1C)=O)C)C (2-(2-cyclobutylideneethyl)-3,5,6-trimethylbenzo-1,4-quinone). Isolated yield 46.3%. Reaction SMILES: [CH3:1][C:2]1[C:3]([OH:11])=[C:4]([CH3:10])[C:5]([CH3:9])=[C:6]([CH:8]=1)[OH:7].B(F)(F)F.CCOCC.[CH:21]([C:23]1(O)[CH2:26][CH2:25][CH2:24]1)=[CH2:22]>O1CCOCC1>[C:23]1(=[CH:21][CH2:22][C:8]2[C:6]([C:5]([CH3:9])=[C:4]([CH3:10])[C:3](=[O:11])[C:2]=2[CH3:1])=[O:7])[CH2:26][CH2:25][CH2:24]1 |f:1.2|. Procedure details: To a solution of trimethyl hydroquinone (3 g) in 100 mL dioxane at room temperature, was added BF3.Et2O (4.26 g). While stirring, a solution of 1-vinylcyclobutanol (1.96 g) in 20 mL dioxane was added dropwise to the mixture. The reaction was stirred for 1 h and quenched by pouring onto ice (50 g). The aqueous layer was saturated with NaCl and extracted with 3:1 hexane/EtOAc. The combined organic phase was washed with brine and NaHCO3 solution, concentrated and diluted with EtOH (30 mL). 10% FeCl... Reactants: O (Water), BrC1=NC=2N(C(=C1C1=C(C=C(C=C1F)F)F)Br)N=CN2 (5,7-dibromo-6-(2,4,6-trifluorophenyl)[1,2,4]triazolo[1,5-a]pyrimidine), Cl.FC([C@H](C)N)(F)F ((1S)-2,2,2-trifluoro-1-methylethylamine hydrogen chloride), C(C)(C)N(CC)C(C)C (diisopropylethylamine). Run in CN(C=O)C (N,N-dimethylformamide). Conditions: time 18 hour. Yields the product BrC1=NC=2N(C(=C1C1=C(C=C(C=C1F)F)F)N[C@H](C(F)(F)F)C)N=CN2 (5-bromo-6-(2,4,6-trifluorophenyl)-N-[(1S)-2,2,2-trifluoro-1-methylethyl][1,2,4]triazolo[1,5-a]pyrimidin-7-amine). Isolated yield 17.5%. RXN SMILES: [Br:1][C:2]1[C:7]([C:8]2[C:13]([F:14])=[CH:12][C:11]([F:15])=[CH:10][C:9]=2[F:16])=[C:6](Br)[N:5]2[N:18]=[CH:19][N:20]=[C:4]2[N:3]=1.Cl.[F:22][C:23]([F:28])([F:27])[C@@H:24]([NH2:26])[CH3:25].C(N(C(C)C)CC)(C)C.O>CN(C)C=O>[Br:1][C:2]1[C:7]([C:8]2[C:13]([F:14])=[CH:12][C:11]([F:15])=[CH:10][C:9]=2[F:16])=[C:6]([NH:26][C@@H:24]([CH3:25])[C:23]([F:28])([F:27])[F:22])[N:5]2[N:18]=[CH:19][N:20]=[C:4]2[N:3]=1 |f:1.2|. Procedure: A mixture of 5,7-dibromo-6-(2,4,6-trifluorophenyl)[1,2,4]triazolo[1,5-a]pyrimidine (320 mg, 0.78 mmol), (1S)-2,2,2-trifluoro-1-methylethylamine hydrogen chloride (235 mg, 1.57 mmol), and diisopropylethylamine (260 mg, 2.0 mmol) in 5 mL of N,N-dimethylformamide is stirred at room temperature for 18 h. Water is added to quench the reaction, and the product is extracted with ethyl acetate. The combined organic extracts are washed with saturated sodium chloride (x3), dried over magnesium sulfate, an... Reactants: 50, C1(CCCCC1)=O (cyclohexanone), Br.NC1C(C2=CC=C(C(=C2CC1)O)O)=O (2-amino-5,6-dihydroxy-3,4-dihydro-1(2H)-naphthalenone hydrobromide). Run in C(C)O (ethanol). The product is C1(CCCCC1)=NC1C(C2=CC=C(C(=C2CC1)O)O)=O (2-cyclohexylideneamino-5,6-dihydroxy-3,4-dihydro-1(2H)-naphthalenone). Reaction SMILES: [C:1]1(=O)[CH2:6][CH2:5][CH2:4][CH2:3][CH2:2]1.Br.[NH2:9][CH:10]1[CH2:19][CH2:18][C:17]2[C:12](=[CH:13][CH:14]=[C:15]([OH:21])[C:16]=2[OH:20])[C:11]1=[O:22]>C(O)C>[C:1]1(=[N:9][CH:10]2[CH2:19][CH2:18][C:17]3[C:12](=[CH:13][CH:14]=[C:15]([OH:21])[C:16]=3[OH:20])[C:11]2=[O:22])[CH2:6][CH2:5][CH2:4][CH2:3][CH2:2]1 |f:1.2|. Reported procedure: In a mixture of 50 volume parts of cyclohexanone and 200 volume parts of ethanol is dissolved 0.151 part of 2-amino-5,6-dihydroxy-3,4-dihydro-1(2H)-naphthalenone hydrobromide to produce 2-cyclohexylideneamino-5,6-dihydroxy-3,4-dihydro-1(2H)-naphthalenone. The reactants are Cc1ccc(Sc2ccc(C)cc2N)cc1, Cc1ccc2c(Cl)ccnc2n1. Product: Cc1ccc(Sc2ccc(C)cc2Nc2ccnc3nc(C)ccc23)cc1. Reaction SMILES: [CH3:13][c:14]1[cH:15][cH:16][c:17]([S:21][c:22]2[cH:23][cH:24][c:25]([CH3:28])[cH:26][cH:27]2)[c:18]([NH2:20])[cH:19]1.[Cl:1][c:2]1[c:3]2[cH:4][cH:5][c:6]([CH3:12])[n:7][c:8]2[n:9][cH:10][cH:11]1>>[c:2]1([NH:20][c:18]2[c:17]([S:21][c:22]3[cH:23][cH:24][c:25]([CH3:28])[cH:26][cH:27]3)[cH:16][cH:15][c:14]([CH3:13])[cH:19]2)[c:3]2[cH:4][cH:5][c:6]([CH3:12])[n:7][c:8]2[n:9][cH:10][cH:11]1. Procedure: Under argon, (4R)-4-(2-amino-4-cyanophenyl)-3,6-dimethyl-2-oxo-1-[3-(trifluoromethyl)phenyl]-1,2,3,4-tetrahydropyrimidine-5-carbonitrile (2.1 g, 5.1 mmol) was initially charged in a 2:1:1 mixture of acetic acid/conc. hydrochloric acid/water (50 ml in total) at −10° C. A solution of sodium nitrite (371 mg, 5.38 mmol) in water (2 ml) was slowly added dropwise, and the mixture was stirred at −10° C. to −5° C. for 40 min. This solution was then added to 45 ml of a suspension, pre-cooled to −10° C. a... Run at temperature 0 celsius, time 40 minute. The solvent is O (water), C(C)(=O)O (acetic acid), C(C)(=O)O (acetic acid). Yields the product C(#N)C=1C=CC(=C(C1)S(=O)(=O)Cl)[C@H]1N(C(N(C(=C1C#N)C)C1=CC(=CC=C1)C(F)(F)F)=O)C (5-Cyano-2-{(4S)-5-cyano-3,6-dimethyl-2-oxo-1-[3-(trifluoromethyl)phenyl]-1,2,3,4-tetrahydropyrimidin-4-yl}benzenesulfonyl chloride). Starting materials: N(=O)[O-].[Na+] (sodium nitrite), suspension, S(=O)=O (sulfur dioxide), NC1=C(C=CC(=C1)C#N)[C@H]1N(C(N(C(=C1C#N)C)C1=CC(=CC=C1)C(F)(F)F)=O)C ((4R)-4-(2-amino-4-cyanophenyl)-3,6-dimethyl-2-oxo-1-[3-(trifluoromethyl)phenyl]-1,2,3,4-tetrahydropyrimidine-5-carbonitrile), Cl.O (hydrochloric acid water), ice. The reagents and catalysts are [Cu]Cl (copper(I) chloride). As a reaction SMILES: N[C:2]1[CH:7]=[C:6]([C:8]#[N:9])[CH:5]=[CH:4][C:3]=1[C@@H:10]1[C:15]([C:16]#[N:17])=[C:14]([CH3:18])[N:13]([C:19]2[CH:24]=[CH:23][CH:22]=[C:21]([C:25]([F:28])([F:27])[F:26])[CH:20]=2)[C:12](=[O:29])[N:11]1[CH3:30].[ClH:31].O.N([O-])=O.[Na+].[S:37](=[O:39])=[O:38]>O.C(O)(=O)C.[Cu]Cl>[C:8]([C:6]1[CH:5]=[CH:4][C:3]([C@@H:10]2[C:15]([C:16]#[N:17])=[C:14]([CH3:18])[N:13]([C:19]3[CH:24]=[CH:23][CH:22]=[C:21]([C:25]([F:26])([F:27])[F:28])[CH:20]=3)[C:12](=[O:29])[N:11]2[CH3:30])=[C:2]([S:37]([Cl:31])(=[O:39])=[O:38])[CH:7]=1)#[N:9] |f:1.2,3.4|.